From a dataset of the Open Reaction Database (ORD), a public repository of structured organic reaction records. describe an organic reaction: reactants, conditions, products, and yield Run at time 4 hour. RXN SMILES: [NH2:1][C:2]1[N:7]=[C:6]([N:8]([CH3:10])[CH3:9])[CH:5]=[C:4]([CH3:11])[N:3]=1.[C:12]1([S:18]([N:21]=[C:22]=[O:23])(=[O:20])=[O:19])[CH:17]=[CH:16][CH:15]=[CH:14][CH:13]=1>C(Cl)Cl.CC(C)=O>[CH3:9][N:8]([CH3:10])[C:6]1[CH:5]=[C:4]([CH3:11])[N:3]=[C:2]([NH:1][C:22]([NH:21][S:18]([C:12]2[CH:13]=[CH:14][CH:15]=[CH:16][CH:17]=2)(=[O:20])=[O:19])=[O:23])[N:7]=1. Run in C(Cl)Cl (methylene chloride), CC(=O)C (acetone). Procedure: To a suspension of 15.2 g of 2-amino-4-dimethylamino-6-methylpyrimidine in 400 ml of methylene chloride at ambient temperature was added slowly 18.3 g of benzenesulfonylisocyanate. After stirring for four hours the mixture was stripped in-vacuo and the white semisolid residue triturated with ethyl ether and isolated by filtration. The solid was then slurried in hot acetone, cooled and refiltered to yield the solid named above which decomposed at 180°-182°. Yields the product CN(C1=NC(=NC(=C1)C)NC(=O)NS(=O)(=O)C1=CC=CC=C1)C (N-[(4-Dimethylamino-6-methylpyrimidin-2-yl)aminocarbonyl]benzenesulfonamide). The reactants are NC1=NC(=CC(=N1)N(C)C)C (2-amino-4-dimethylamino-6-methylpyrimidine), C1(=CC=CC=C1)S(=O)(=O)N=C=O (benzenesulfonylisocyanate). Starting materials: B, O=C([O-])O, O=C(c1cccs1)c1cc2c(c(Cl)c1Cl)OC(C(=O)O)C2, [Na+], C1CCOC1, C1CCOC1. Yields the product O=C(c1cccs1)c1cc2c(c(Cl)c1Cl)OC(CO)C2. RXN SMILES: [BH3:27].[C:33](=[O:34])([OH:35])[O-:36].[Cl:1][c:2]1[c:3]([Cl:21])[c:4]2[c:5]([cH:12][c:13]1[C:14]([c:15]1[cH:16][cH:17][cH:18][s:19]1)=[O:20])[CH2:6][CH:7]([C:9](=[O:10])[OH:11])[O:8]2.[Na+:37].[O:22]1[CH2:23][CH2:24][CH2:25][CH2:26]1.[O:28]1[CH2:29][CH2:30][CH2:31][CH2:32]1>>[Cl:1][c:2]1[c:3]([Cl:21])[c:4]2[c:5]([cH:12][c:13]1[C:14]([c:15]1[cH:16][cH:17][cH:18][s:19]1)=[O:20])[CH2:6][CH:7]([CH2:9][OH:10])[O:8]2. The product is Cc1ccc(N2CCN(C(=O)c3ccc(Br)cc3S(C)(=O)=O)CC2C)c(C)c1. Reactants: CS(=O)(=O)c1cc(Br)ccc1C(=O)O, Cc1ccc(N2CCNCC2C)c(C)c1. Reaction SMILES: [Br:16][c:17]1[cH:18][c:19]([S:26](=[O:27])(=[O:28])[CH3:29])[c:20]([C:21](=[O:22])[OH:23])[cH:24][cH:25]1.[CH3:1][c:2]1[c:3]([N:9]2[CH:10]([CH3:15])[CH2:11][NH:12][CH2:13][CH2:14]2)[cH:4][cH:5][c:6]([CH3:8])[cH:7]1>>[CH3:1][c:2]1[c:3]([N:9]2[CH:10]([CH3:15])[CH2:11][N:12]([C:21]([c:20]3[c:19]([S:26](=[O:27])(=[O:28])[CH3:29])[cH:18][c:17]([Br:16])[cH:25][cH:24]3)=[O:22])[CH2:13][CH2:14]2)[cH:4][cH:5][c:6]([CH3:8])[cH:7]1. The reactants are [Br-], C1CCOC1, CCCCC[P+](c1ccccc1)(c1ccccc1)c1ccccc1, O=Cc1ccccc1O, Cl, O. Yields the product CCCCC=Cc1ccccc1O. RXN SMILES: [Br-:1].[CH2:26]1[O:27][CH2:28][CH2:29][CH2:30]1.[CH2:2]([CH2:3][CH2:4][CH2:5][CH3:6])[P+:7]([c:8]1[cH:9][cH:10][cH:11][cH:12][cH:13]1)([c:14]1[cH:15][cH:16][cH:17][cH:18][cH:19]1)[c:20]1[cH:21][cH:22][cH:23][cH:24][cH:25]1.[CH:31](=[O:32])[c:33]1[cH:34][cH:35][cH:36][cH:37][c:38]1[OH:39].[ClH:40].[OH2:41]>>[CH:2]([CH2:3][CH2:4][CH2:5][CH3:6])=[CH:31][c:33]1[cH:34][cH:35][cH:36][cH:37][c:38]1[OH:39]. Reactants: O=C([O-])[O-], CCCC[N+](CCCC)(CCCC)CCCC, CCN(C(C)C)C(C)C, O=C=NCCCl, [I-], [K+], [K+], Cc1nc(N)sc1C(=O)NCc1ccccc1, C1CCOC1, C1COCCO1. RXN SMILES: [C:33](=[O:34])([O-:35])[O-:36].[CH2:45]([N+:46]([CH2:47][CH2:48][CH2:49][CH3:50])([CH2:51][CH2:52][CH2:53][CH3:54])[CH2:55][CH2:56][CH2:57][CH3:58])[CH2:59][CH2:60][CH3:61].[CH:18]([N:19]([CH2:20][CH3:21])[CH:22]([CH3:23])[CH3:24])([CH3:25])[CH3:26].[Cl:27][CH2:28][CH2:29][N:30]=[C:31]=[O:32].[I-:44].[K+:37].[K+:38].[NH2:1][c:2]1[s:3][c:4]([C:8](=[O:9])[NH:10][CH2:11][c:12]2[cH:13][cH:14][cH:15][cH:16][cH:17]2)[c:5]([CH3:7])[n:6]1.[O:39]1[CH2:40][CH2:41][CH2:42][CH2:43]1.[O:62]1[CH2:63][CH2:64][O:65][CH2:66][CH2:67]1>>[N:1]1([c:2]2[s:3][c:4]([C:8](=[O:9])[NH:10][CH2:11][c:12]3[cH:13][cH:14][cH:15][cH:16][cH:17]3)[c:5]([CH3:7])[n:6]2)[CH2:28][CH2:29][NH:30][C:31]1=[O:32]. Yields the product Cc1nc(N2CCNC2=O)sc1C(=O)NCc1ccccc1. Reactants: C(#N)C=1C=C(C(=O)OC)C=CC1C1CCCCC1 (methyl 3-cyano-4-cyclohexylbenzoate), [BH4-].[Li+] (lithium borohydride), O1CCCC1 (tetrahydrofuran). Solvent: O1CCOCC1 (1,4-dioxane). Conditions: temperature 0 celsius. The product is C1(CCCCC1)C1=C(C#N)C=C(C=C1)CO (2-Cyclohexyl-5-(hydroxymethyl)benzonitrile). Isolated yield 72.0%. Reaction SMILES: [C:1]([C:3]1[CH:4]=[C:5]([CH:10]=[CH:11][C:12]=1[CH:13]1[CH2:18][CH2:17][CH2:16][CH2:15][CH2:14]1)[C:6](OC)=[O:7])#[N:2].[BH4-].[Li+].O1CCCC1>O1CCOCC1>[CH:13]1([C:12]2[CH:11]=[CH:10][C:5]([CH2:6][OH:7])=[CH:4][C:3]=2[C:1]#[N:2])[CH2:14][CH2:15][CH2:16][CH2:17][CH2:18]1 |f:1.2|. Procedure: To a solution of methyl 3-cyano-4-cyclohexylbenzoate (299.0 mg, 1.229 mmol) in 1,4-dioxane (30 mL) was added 2 M lithium borohydride solution in tetrahydrofuran (1.23 mL, 2.46 mmol). The mixture was heated under reflux for 2.5 h. The mixture was cooled to 0° C. and quenched with 1 N aqueous HCl solution slowly to pH 5. After the addition of brine solution, the mixture was extracted with ethyl acetate. The organic layer was dried over anhydrous sodium sulfate, concentrated under reduced pressure ... Reactants: O=C([O-])[O-], C=CCBr, CCO, COc1ccc2c(c1)CCC1CCNC(=O)C(CC(C)NC(C)C)=C21, Cl, [K+], [K+]. The product is C=CCN(C(C)C)C(C)CC1=C2c3ccc(OC)cc3CCC2CCNC1=O. As a reaction SMILES: [C:31](=[O:32])([O-:33])[O-:34].[CH2:27]([CH:28]=[CH2:29])[Br:30].[CH3:37][CH2:38][OH:39].[CH:2]([CH3:3])([CH3:4])[NH:5][CH:6]([CH2:7][C:8]1=[C:14]2[CH:13]([CH2:12][CH2:11][NH:10][C:9]1=[O:25])[CH2:22][CH2:21][c:20]1[c:15]2[cH:16][cH:17][c:18]([O:23][CH3:24])[cH:19]1)[CH3:26].[ClH:1].[K+:35].[K+:36]>>[CH:2]([CH3:3])([CH3:4])[N:5]([CH:6]([CH2:7][C:8]1=[C:14]2[CH:13]([CH2:12][CH2:11][NH:10][C:9]1=[O:25])[CH2:22][CH2:21][c:20]1[c:15]2[cH:16][cH:17][c:18]([O:23][CH3:24])[cH:19]1)[CH3:26])[CH2:29][CH:28]=[CH2:27].